From a dataset of the Open Reaction Database (ORD), a public repository of structured organic reaction records. describe an organic reaction: reactants, conditions, products, and yield The reactants are CC(=O)CCC(=O)O (laevulinic acid), COC=1C=C(C=O)C=C(C1OC)OC (3,4,5-trimethoxybenzaldehyde), C(C)O (ethanol), aldehyde. The solvent is O (water), [OH-].[Na+] (sodium hydroxide). Reaction conditions: time 8 hour. Product: O=C(CCC(=O)O)C=CCCC1=CC(=C(C(=C1)OC)OC)OC (4-Oxo-6-(3,4,5-trimethoxyphenethyl)hex-5-enoic acid). RXN SMILES: [CH3:1][C:2]([CH2:4][CH2:5][C:6]([OH:8])=[O:7])=[O:3].[CH3:9][O:10][C:11]1[CH:12]=[C:13]([CH:16]=[C:17]([O:21][CH3:22])[C:18]=1[O:19][CH3:20])[CH:14]=O.[CH2:23](O)[CH3:24]>O.[OH-].[Na+]>[O:3]=[C:2]([CH:1]=[CH:23][CH2:24][CH2:14][C:13]1[CH:12]=[C:11]([O:10][CH3:9])[C:18]([O:19][CH3:20])=[C:17]([O:21][CH3:22])[CH:16]=1)[CH2:4][CH2:5][C:6]([OH:8])=[O:7] |f:4.5|. Procedure details: A solution of laevulinic acid (50 g, 0.43 mol) in water (200 ml) was added to a mixture of 3,4,5-trimethoxybenzaldehyde (85 g, 0.43 mol) in ethanol (150 ml) and sodium hydroxide solution (5%, 700 ml). The mixture was warmed with vigorous stirring until all the aldehyde had dissolved and was then poured onto ice (ca 2 Kg). It was then acidified to pH3-4 and left overnight. The crystalline material formed was filtered off, dried in vacuo and then recrystallised from ethanol to give pale yellow cry... Reactants: [Si](C)(C)(C(C)(C)C)O[C@H]1COCC[C@@H]1N1C=NC2=C3C(=C(C=C2C1=O)CC=1C=NC(=CC1)CO)C=CC=C3 (3-((3R,4S)-3-{[tert-butyl(dimethyl)silyl]oxy}tetrahydro-2H-pyran-4-yl)-6-{[6-(hydroxymethyl)pyridine-3-yl]methyl}benzo[h]quinazolin-4(3H)-one), COCCN(CCOC)S(F)(F)F ([bis(2-methoxyethyl)amino]sulfur trifluoride). The solvent is ClCCl (dichloromethane). Reaction conditions: time 3 hour. Product: [Si](C)(C)(C(C)(C)C)O[C@H]1COCC[C@@H]1N1C=NC2=C3C(=C(C=C2C1=O)CC=1C=NC(=CC1)CF)C=CC=C3 (3-((3R,4S)-3-{[tert-butyl(dimethyl)silyl]oxy}tetrahydro-2H-pyran-4-yl)-6-{[6-(fluoromethyl)pyridine-3-yl]methyl}benzo[h]quinazolin-4(3H)-one). RXN SMILES: [Si:1]([O:8][C@@H:9]1[C@@H:14]([N:15]2[C:24](=[O:25])[C:23]3[C:18](=[C:19]4[CH:38]=[CH:37][CH:36]=[CH:35][C:20]4=[C:21]([CH2:26][C:27]4[CH:28]=[N:29][C:30]([CH2:33]O)=[CH:31][CH:32]=4)[CH:22]=3)[N:17]=[CH:16]2)[CH2:13][CH2:12][O:11][CH2:10]1)([C:4]([CH3:7])([CH3:6])[CH3:5])([CH3:3])[CH3:2].COCCN(S(F)(F)[F:49])CCOC>ClCCl>[Si:1]([O:8][C@@H:9]1[C@@H:14]([N:15]2[C:24](=[O:25])[C:23]3[C:18](=[C:19]4[CH:38]=[CH:37][CH:36]=[CH:35][C:20]4=[C:21]([CH2:26][C:27]4[CH:28]=[N:29][C:30]([CH2:33][F:49])=[CH:31][CH:32]=4)[CH:22]=3)[N:17]=[CH:16]2)[CH2:13][CH2:12][O:11][CH2:10]1)([C:4]([CH3:7])([CH3:6])[CH3:5])([CH3:3])[CH3:2]. Procedure: To a solution of 3-((3R,4S)-3-{[tert-butyl(dimethyl)silyl]oxy}tetrahydro-2H-pyran-4-yl)-6-{[6-(hydroxymethyl)pyridine-3-yl]methyl}benzo[h]quinazolin-4(3H)-one (Example 21, 0.035 g, 0.066 mmol) in 1 mL of dichloromethane at −78° C. was added [bis(2-methoxyethyl)amino]sulfur trifluoride (0.015 mL, 0.079 mmol). The reaction was warmed to rt, and after 3 h, the solution was purified via silica gel chromatography, eluting with 0-3% methanol in dichloromethane to provide 3-((3R,4S)-3-{[tert-butyl(dime... Reactants: C(C)C1=CC=C(C=C1)C1CC(CN(C1)C(=O)N1CCC(CC1)O)C(=O)O (5-(4-Ethylphenyl)-1-[(4-hydroxypiperidin-1-yl)carbonyl]piperidine-3-carboxylic acid), ON1N=C(N(C1C(F)(F)F)C)C(N)=N (1-hydroxy-4-methyl-5-(trifluoromethyl)-4H-1,2,4-triazole-3-carboximidamide). Procedure details: 80 mg (0.22 mmol) of 5-(4-ethylphenyl)-1-[(4-hydroxypiperidin-1-yl)carbonyl]piperidine-3-carboxylic acid (Example 59A) and 70 mg (0.33 mmol) of 1-hydroxy-4-methyl-5-(trifluoromethyl)-4H-1,2,4-triazole-3-carboximidamide were reacted according to the General Method 2. Yield: 37 mg (30% of theory) The product is C(C)C1=CC=C(C=C1)C1CN(CC(C1)C1=NC(=NO1)C1=NN=C(N1C)C(F)(F)F)C(=O)N1CCC(CC1)O ([3-(4-Ethylphenyl)-5-{3-[4-methyl-5-(trifluoromethyl)-4H-1,2,4-triazol-3-yl]-1,2,4-oxadiazol-5-yl}piperidin-1-yl] (4-hydroxypiperidin-1-yl)methanone). Reaction SMILES: [CH2:1]([C:3]1[CH:8]=[CH:7][C:6]([CH:9]2[CH2:14][N:13]([C:15]([N:17]3[CH2:22][CH2:21][CH:20]([OH:23])[CH2:19][CH2:18]3)=[O:16])[CH2:12][CH:11]([C:24]([OH:26])=O)[CH2:10]2)=[CH:5][CH:4]=1)[CH3:2].O[N:28]1[CH:32]([C:33]([F:36])([F:35])[F:34])[N:31]([CH3:37])[C:30]([C:38](=[NH:40])[NH2:39])=[N:29]1>>[CH2:1]([C:3]1[CH:4]=[CH:5][C:6]([CH:9]2[CH2:10][CH:11]([C:24]3[O:26][N:40]=[C:38]([C:30]4[N:31]([CH3:37])[C:32]([C:33]([F:36])([F:35])[F:34])=[N:28][N:29]=4)[N:39]=3)[CH2:12][N:13]([C:15]([N:17]3[CH2:22][CH2:21][CH:20]([OH:23])[CH2:19][CH2:18]3)=[O:16])[CH2:14]2)=[CH:7][CH:8]=1)[CH3:2]. The reactants are CC(CCC(=O)O)CC ((+)-4-methylhexanoic acid), acid chloride, S(=O)(Cl)Cl (thionyl chloride). The product is CC(CCC(=O)Cl)CC ((+)-4-methylhexanoyl chloride). RXN SMILES: [CH3:1][CH:2]([CH2:8][CH3:9])[CH2:3][CH2:4][C:5](O)=[O:6].S(Cl)([Cl:12])=O>>[CH3:1][CH:2]([CH2:8][CH3:9])[CH2:3][CH2:4][C:5]([Cl:12])=[O:6]. Procedure details: The acid from step A2 is converted into the acid chloride by interaction with thionyl chloride according to a standard method. After removal of the excess of thionyl chloride, the residual acid chloride is used in step C2 without further purification.